This data is from the Open Reaction Database (ORD), a public repository of structured organic reaction records. The task is: describe an organic reaction: reactants, conditions, products, and yield Reactants: O (Water), C([O-])([O-])=O.[K+].[K+] (potassium carbonate), COS(OC)(=O)=O (dimethylsulfuric acid), BrC=1C=C(C(=C(C=O)C1)O)C(C)C (5-bromo-2-hydroxy-3-isopropylbenzaldehyde). The solvent is CN(C=O)C (N,N-dimethylformamide). Reaction conditions: time 2 hour. The product is BrC=1C=C(C(=C(C=O)C1)OC)C(C)C (5-bromo-3-isopropyl-2-methoxybenzaldehyde). Yield: 97.8%. As a reaction SMILES: [Br:1][C:2]1[CH:3]=[C:4]([CH:11]([CH3:13])[CH3:12])[C:5]([OH:10])=[C:6]([CH:9]=1)[CH:7]=[O:8].[C:14](=O)([O-])[O-].[K+].[K+].COS(=O)(=O)OC.O>CN(C)C=O>[Br:1][C:2]1[CH:3]=[C:4]([CH:11]([CH3:13])[CH3:12])[C:5]([O:10][CH3:14])=[C:6]([CH:9]=1)[CH:7]=[O:8] |f:1.2.3|. Reported procedure: 5-bromo-2-hydroxy-3-isopropylbenzaldehyde (25.88 g) was dissolved in N,N-dimethylformamide (100 mL), and potassium carbonate (27.64 g) and dimethylsulfuric acid (9.5 mL) were added to the solution under water cooling, and the mixture was stirred at room temperature for 2 hours. Water was added to the reaction solution, and then the reaction mixture was extracted with ethyl acetate. The organic layer was washed with water and saturated brine, and then dried over anhydrous sodium sulfate. The solv... Reactants: CC1(C)CC(c2cccc([N+](=O)[O-])c2)Nc2ccc(C(F)(F)F)cc21, CCO, [Fe]. The product is CC1(C)CC(c2cccc(N)c2)Nc2ccc(C(F)(F)F)cc21. As a reaction SMILES: [CH3:1][C:2]1([CH3:25])[CH2:3][CH:4]([c:16]2[cH:17][c:18]([N+:22]([O-:23])=[O:24])[cH:19][cH:20][cH:21]2)[NH:5][c:6]2[cH:7][cH:8][c:9]([C:12]([F:13])([F:14])[F:15])[cH:10][c:11]21.[CH3:26][CH2:27][OH:28].[Fe:29]>>[CH3:1][C:2]1([CH3:25])[CH2:3][CH:4]([c:16]2[cH:17][c:18]([NH2:22])[cH:19][cH:20][cH:21]2)[NH:5][c:6]2[cH:7][cH:8][c:9]([C:12]([F:13])([F:14])[F:15])[cH:10][c:11]21. Starting materials: C1(=CC=CC=C1)C=1C=C(C=CC1)O (3-phenylphenol), COC(=O)C=1OC(=CC1)CCl (5-chloromethylfuran-2-carboxylic acid methyl ester). Yields the product C1(=CC(=CC=C1)OCC1=CC=C(O1)C(=O)O)C1=CC=CC=C1 (5-(Biphenyl-3-yloxymethyl)-furan-2-carboxylic acid). As a reaction SMILES: [C:1]1([C:7]2[CH:8]=[C:9]([OH:13])[CH:10]=[CH:11][CH:12]=2)[CH:6]=[CH:5][CH:4]=[CH:3][CH:2]=1.C[O:15][C:16]([C:18]1[O:19][C:20]([CH2:23]Cl)=[CH:21][CH:22]=1)=[O:17]>>[C:7]1([C:1]2[CH:2]=[CH:3][CH:4]=[CH:5][CH:6]=2)[CH:12]=[CH:11][CH:10]=[C:9]([O:13][CH2:23][C:20]2[O:19][C:18]([C:16]([OH:17])=[O:15])=[CH:22][CH:21]=2)[CH:8]=1. Reported procedure: 5-(Biphenyl-3-yloxymethyl)-furan-2-carboxylic acid was prepared using general procedure A from 3-phenylphenol (available from Aldrich, Milwaukee, Wis.) and 5-chloromethylfuran-2-carboxylic acid methyl ester (available from Aldrich, Milwaukee, Wis., or from Maybridge plc, Tintagel, UK), Yield: 67 mg. Mass spectrum (ES) MH+=295. Run in CN(C=O)C (N,N-dimethylformamide). Starting materials: N1C=CC2=C(C=CC=C12)OCC1=CC=C(C=C1)C1C(CN(CC1)C(=O)OCC1=CC=CC=C1)OCC=1C=CC2=C(N(CCO2)CCCOC)C1 (benzyl 4-[4-(1H-indol-4-yloxymethyl)phenyl]-3-[4-(3-methoxypropyl)-3,4-dihydro-2H-benzo[1,4]oxazin-6-ylmethoxy]piperidine-1-carboxylate), C(O)([O-])=O.[Na+] (sodium hydrogencarbonate), CI (methyl iodide), [H-].[Na+] (sodium hydride). The product is COCCCN1CCOC2=C1C=C(C=C2)COC2CN(CCC2C2=CC=C(C=C2)C(C)OC2=C1C=CNC1=CC=C2)C(=O)OCC2=CC=CC=C2 (Benzyl 3-[4-(3-methoxypropyl)-3,4-dihydro-2H-benzo[1,4]oxazin-6-ylmethoxy]-4-[4-(1-methyl-1H-indol-4-yloxymethyl)phenyl]piperidine-1-carboxylate). Reaction conditions: temperature -10 celsius, time 1.5 hour. Reaction SMILES: [NH:1]1[C:9]2[C:4](=[C:5]([O:10][CH2:11][C:12]3[CH:17]=[CH:16][C:15]([CH:18]4[CH2:23][CH2:22][N:21]([C:24]([O:26][CH2:27][C:28]5[CH:33]=[CH:32][CH:31]=[CH:30][CH:29]=5)=[O:25])[CH2:20][CH:19]4[O:34][CH2:35][C:36]4[CH:37]=[CH:38][C:39]5[O:44][CH2:43][CH2:42][N:41]([CH2:45][CH2:46][CH2:47][O:48][CH3:49])[C:40]=5[CH:50]=4)=[CH:14][CH:13]=3)[CH:6]=[CH:7][CH:8]=2)[CH:3]=[CH:2]1.CI.[H-].[Na+].[C:55](=O)([O-])O.[Na+]>CN(C)C=O>[CH3:49][O:48][CH2:47][CH2:46][CH2:45][N:41]1[C:40]2[CH:50]=[C:36]([CH2:35][O:34][CH:19]3[CH:18]([C:15]4[CH:14]=[CH:13][C:12]([CH:11]([O:10][C:5]5[CH:6]=[CH:7][CH:8]=[C:9]6[C:4]=5[CH:3]=[CH:2][NH:1]6)[CH3:55])=[CH:17][CH:16]=4)[CH2:23][CH2:22][N:21]([C:24]([O:26][CH2:27][C:28]4[CH:33]=[CH:32][CH:31]=[CH:30][CH:29]=4)=[O:25])[CH2:20]3)[CH:37]=[CH:38][C:39]=2[O:44][CH2:43][CH2:42]1 |f:2.3,4.5|. Procedure: The solution of 0.100 g of benzyl 4-[4-(1H-indol-4-yloxymethyl)phenyl]-3-[4-(3-methoxypropyl)-3,4-dihydro-2H-benzo[1,4]oxazin-6-ylmethoxy]piperidine-1-carboxylate (Example 346a), 0.0424 g of methyl iodide and 1.5 ml of N,N-dimethylformamide is admixed with stirring at −10° C. with 0.012 g of sodium hydride dispersion (60%). The reaction mixture is stirred at −10° C. for 1.5 hours, then poured onto saturated aqueous sodium hydrogencarbonate solution (45 ml) and extracted with tert-butyl methyl et... The product is COC1=CC=C(C=NO)C=C1 (4-Methoxybenzaldehyde oxime). The reactants are C(C)(=O)[O-].[Na+] (sodium acetate), Cl.ON (hydroxyamine hydrochloride), COC1=CC=C(C=O)C=C1 (4-Methoxybenzaldehyde). Reaction conditions: time 12 hour. Isolated yield 115.4%. The solvent is O (H2O), C(C)O (ethanol), O (H2O). Procedure details: 4-Methoxybenzaldehyde (10.0 g, 73.4 mmol) was dissolved in 200 mL of ethanol. A solution of hydroxyamine hydrochloride (6.38 g, 91.8 mmol) in 50 mL of H2O was added followed by a solution of sodium acetate (12.1 g, 146.8 mmol) in 50 mL of H2O. The mixture was stirred at room temperature under N2 for 12 h. The ethanol was removed in vacuo and the aqueous mixture was extracted with EtOAc. The EtOAc solution was washed with brine, dried over MgSO4, and concentrated to afford 12.8 g of light yellow ... As a reaction SMILES: [CH3:1][O:2][C:3]1[CH:10]=[CH:9][C:6]([CH:7]=O)=[CH:5][CH:4]=1.Cl.[OH:12][NH2:13].C([O-])(=O)C.[Na+]>C(O)C.O>[CH3:1][O:2][C:3]1[CH:10]=[CH:9][C:6]([CH:7]=[N:13][OH:12])=[CH:5][CH:4]=1 |f:1.2,3.4|. Starting materials: BrC1=CC2=C(N3C4=C(C(N2)=O)C=CC=C4CC3)C=C1 (9-bromo-1,2-dihydrobenzo[b]pyrrolo[3,2,1-jk][1,4]benzodiazepin-6-one), [OH-].[Na+] (sodium hydroxide), N1CCOCC1 (morpholine). Reagents/catalysts: [Ti](Cl)(Cl)(Cl)Cl (titanium tetrachloride). Solvent: C1(=CC=CC=C1)C (toluene). Product: BrC1=CC2=C(N3C4=C(C(=N2)N2CCOCC2)C=CC=C4CC3)C=C1 (9-Bromo-6-(4-morpholinyl)-1,2-dihydrobenzo[b]pyrrolo[3,2,1-jk]-[1,4]benzodiazepine). Reaction SMILES: [Br:1][C:2]1[CH:19]=[CH:18][C:5]2[N:6]3[CH2:17][CH2:16][C:15]4[C:7]3=[C:8]([CH:12]=[CH:13][CH:14]=4)[C:9](=O)[NH:10][C:4]=2[CH:3]=1.[NH:20]1[CH2:25][CH2:24][O:23][CH2:22][CH2:21]1.[OH-].[Na+]>[Ti](Cl)(Cl)(Cl)Cl.C1(C)C=CC=CC=1>[Br:1][C:2]1[CH:19]=[CH:18][C:5]2[N:6]3[CH2:17][CH2:16][C:15]4[C:7]3=[C:8]([CH:12]=[CH:13][CH:14]=4)[C:9]([N:20]3[CH2:25][CH2:24][O:23][CH2:22][CH2:21]3)=[N:10][C:4]=2[CH:3]=1 |f:2.3|. Procedure details: A mixture of 7.88 g (0.0250 mole) of 9-bromo-1,2-dihydrobenzo[b]pyrrolo[3,2,1-jk][1,4]benzodiazepin-6-one and 1200 ml of toluene was heated under nitrogen, with stirring, until a solution resulted. Then there was added 21.8 g (0.250 mole) of morpholine, followed by 14.2g (0.075 mole) of titanium tetrachloride. The mixture was heated under reflux for three hours, cooled to room temperature and treated with 500 ml of 2N sodium hydroxide solution. After stirring vigorously for 15 minutes, the layer...